Task: describe an organic reaction: reactants, conditions, products, and yield. Dataset: the Open Reaction Database (ORD), a public repository of structured organic reaction records Reactants: CC(=O)C (acetone), SC=1N(C=CN1)C (2-mercapto-1-methylimidazole), C([O-])([O-])=O.[K+].[K+] (potassium carbonate), BrCCCl (1-bromo-2-chloroethane). Run in C(Cl)Cl (methylene chloride). Run at time 2 hour. Yields the product ClCCSC=1N(C=CN1)C (2-(2-chloroethyl thio)-1-methylimidazole). RXN SMILES: CC(C)=O.[SH:5][C:6]1[N:7]([CH3:11])[CH:8]=[CH:9][N:10]=1.C(=O)([O-])[O-].[K+].[K+].Br[CH2:19][CH2:20][Cl:21]>C(Cl)Cl>[Cl:21][CH2:20][CH2:19][S:5][C:6]1[N:7]([CH3:11])[CH:8]=[CH:9][N:10]=1 |f:2.3.4|. Procedure: To an acetone (40 ml) solution containing 2-mercapto-1-methylimidazole (4.0 g ) and anhydrous potassium carbonate (20 g) was added dropwise, under ice-cooling, 1-bromo-2-chloroethane (5.0 ml). The mixture was stirred for 2 hours at room temperature, to which was added methylene chloride (40 ml), followed by filtration. The filtrate was concentrated under reduced pressure to give 2-(2-chloroethyl thio)-1-methylimidazole (6.2 g ) as a colorless oily substance. Reactants: N, O=C(C1CCC=CC1c1ccccc1)N1CC(CN2CCC(c3ccccc3)CC2)C(c2ccccc2)C1. The product is O=C(C1CCCCC1c1ccccc1)N1CC(CN2CCC(c3ccccc3)CC2)C(c2ccccc2)C1. Reaction SMILES: [NH3:39].[c:1]1([CH:7]2[CH:8]([C:13](=[O:14])[N:15]3[CH2:16][CH:17]([CH2:26][N:27]4[CH2:28][CH2:29][CH:30]([c:33]5[cH:34][cH:35][cH:36][cH:37][cH:38]5)[CH2:31][CH2:32]4)[CH:18]([c:20]4[cH:21][cH:22][cH:23][cH:24][cH:25]4)[CH2:19]3)[CH2:9][CH2:10][CH:11]=[CH:12]2)[cH:2][cH:3][cH:4][cH:5][cH:6]1>>[c:1]1([CH:7]2[CH:8]([C:13](=[O:14])[N:15]3[CH2:16][CH:17]([CH2:26][N:27]4[CH2:28][CH2:29][CH:30]([c:33]5[cH:34][cH:35][cH:36][cH:37][cH:38]5)[CH2:31][CH2:32]4)[CH:18]([c:20]4[cH:21][cH:22][cH:23][cH:24][cH:25]4)[CH2:19]3)[CH2:9][CH2:10][CH2:11][CH2:12]2)[cH:2][cH:3][cH:4][cH:5][cH:6]1. The reactants are C(C)OC(=O)[C@H]1[C@@H]2C[C@H]([C@]([C@H]12)(C(=O)OCC1=CC=CC=C1)N)OCC=C ((1S,2R,3R,5R,6S)-3-allyloxy-2-amino-bicyclo [3.1.0]hexane-2,6-dicarboxylic acid 2-benzyl ester 6-ethyl ester), O[Li].O (LiOH.H2O), Cl (HCl). Run in C1CCOC1 (THF), O (H2O), CO (MeOH). Reaction conditions: temperature 23 celsius. The product is C(C=C)O[C@H]1[C@]([C@@H]2[C@H]([C@@H]2C1)C(=O)O)(C(=O)O)N ((1S,2R,3R,5R,6S)-3-allyloxy-2-amino-bicyclo[3.1.0]hexane-2,6-dicarboxylic acid). RXN SMILES: C([O:3][C:4]([C@@H:6]1[C@@H:11]2[C@H:7]1[CH2:8][C@@H:9]([O:23][CH2:24][CH:25]=[CH2:26])[C@@:10]2([NH2:22])[C:12]([O:14]CC1C=CC=CC=1)=[O:13])=[O:5])C.O[Li].O.Cl>C1COCC1.O.CO>[CH2:24]([O:23][C@@H:9]1[CH2:8][C@@H:7]2[C@@H:11]([C@H:6]2[C:4]([OH:5])=[O:3])[C@:10]1([NH2:22])[C:12]([OH:14])=[O:13])[CH:25]=[CH2:26] |f:1.2|. Procedure: A solution of (1S,2R,3R,5R,6S)-3-allyloxy-2-amino-bicyclo [3.1.0]hexane-2,6-dicarboxylic acid 2-benzyl ester 6-ethyl ester (XXIV-2) (47 mg, 0.131 mmol) and LiOH.H2O (15 mg, 0.357 mmol) in THF (4 mL), H2O (2 mL) and MeOH (0.4 mL) was stirred at 23° C. for 36 h. The solution was acidified with conc. HCl and evaporated to dryness. The remaining pale yellow solid was suspended in EtOH, filtered, washed with more EtOH and the filtrate was evaporated to dryness. The residue was dissolved in EtOH (1 mL... Reactants: O (Water), [Si](C)(C)(C(C)(C)C)OCCN(C(C1=C(C(=C(C=C1)F)Cl)F)=O)C (N-(2-{[tert-butyl(dimethyl)silyl]oxy}ethyl)-3-chloro-2,4-difluoro-N-methylbenzamide), C([O-])([O-])=O.[K+].[K+] (potassium carbonate), OC=1C=C(C(=O)OC)C=C(C1)O[C@@H]1COCC1 (methyl 3-hydroxy-5-[(3S)-tetrahydrofuran-3-yloxy]benzoate). Run in C(C)(=O)OCC (ethyl acetate), C(C)#N (acetonitrile). Yields the product ClC1=C(C=CC=2C(N(CCOC21)C)=O)OC=2C=C(C(=O)OC)C=C(C2)O[C@@H]2COCC2 (Methyl 3-[(9-chloro-4-methyl-5-oxo-2,3,4,5-tetrahydro-1,4-benzoxazepin-8-yl)oxy]-5-[(3S)-tetrahydrofuran-3-yloxy]benzoate). Isolated yield 25.1%. As a reaction SMILES: [Si]([O:8][CH2:9][CH2:10][N:11]([CH3:23])[C:12](=[O:22])[C:13]1[CH:18]=[CH:17][C:16](F)=[C:15]([Cl:20])[C:14]=1F)(C(C)(C)C)(C)C.C(=O)([O-])[O-].[K+].[K+].[OH:30][C:31]1[CH:32]=[C:33]([CH:38]=[C:39]([O:41][C@H:42]2[CH2:46][CH2:45][O:44][CH2:43]2)[CH:40]=1)[C:34]([O:36][CH3:37])=[O:35].O>C(#N)C.C(OCC)(=O)C>[Cl:20][C:15]1[C:14]2[O:8][CH2:9][CH2:10][N:11]([CH3:23])[C:12](=[O:22])[C:13]=2[CH:18]=[CH:17][C:16]=1[O:30][C:31]1[CH:32]=[C:33]([CH:38]=[C:39]([O:41][C@H:42]2[CH2:46][CH2:45][O:44][CH2:43]2)[CH:40]=1)[C:34]([O:36][CH3:37])=[O:35] |f:1.2.3|. Procedure details: A solution of N-(2-{[tert-butyl(dimethyl)silyl]oxy}ethyl)-3-chloro-2,4-difluoro-N-methylbenzamide (647 mg, 1.78 mmol) in acetonitrile (10 mL) was heated with potassium carbonate (492 mg, 3.56 mmol) and methyl 3-hydroxy-5-[(3S)-tetrahydrofuran-3-yloxy]benzoate (424 mg, 1.78 mmol) at 160° C. for 2.5 hours in a microwave reactor. Water (15 mL) and ethyl acetate (20 mL) was added to the reaction mixture, the layers separated and the aqueous phase extracted with ethyl acetate (3×20 mL). The combined ... The reactants are C1(=CC=CC=C1)P(C1=CC=CC=C1)C1=CC=CC=C1 (Triphenylphosphine), N1C=NC=C1 (imidazole), II (iodine), C(C)(C)(C)OC(COC1CCC(CC1)O)=O ((4-hydroxy-cyclohexyloxy)-acetic acid tert-butyl ester). The solvent is C(Cl)Cl (CH2Cl2), C(Cl)(Cl)(Cl)Cl (CCl4). Run at time 18 hour. The product is C(C)(C)(C)OC(COC1CCC(CC1)I)=O ((4-iodo-cyclohexyloxy)-acetic acid tert-butyl ester). As a reaction SMILES: C1(P(C2C=CC=CC=2)C2C=CC=CC=2)C=CC=CC=1.N1C=CN=C1.[I:25]I.[C:27]([O:31][C:32](=[O:42])[CH2:33][O:34][CH:35]1[CH2:40][CH2:39][CH:38](O)[CH2:37][CH2:36]1)([CH3:30])([CH3:29])[CH3:28]>C(Cl)Cl.C(Cl)(Cl)(Cl)Cl>[C:27]([O:31][C:32](=[O:42])[CH2:33][O:34][CH:35]1[CH2:40][CH2:39][CH:38]([I:25])[CH2:37][CH2:36]1)([CH3:30])([CH3:29])[CH3:28]. Procedure: Triphenylphosphine (1.18 g, 4.49 mmol), imidazole (0.31 g, 4.49 mmol) and iodine (1.14 g, 4.49 mmol) are added to a solution of (4-hydroxy-cyclohexyloxy)-acetic acid tert-butyl ester (cis:trans=ca. 1:1) (0.86 g, 3.74 mmol) in a mixture of CH2Cl2 (10 ml)/CCl4 (20 ml) at 0° C. The cooling bath is removed and the reaction mixture is stirred at room temperature for 18 hours. Saturated aq. Na2S2O3 (10 ml) is added and the mixture is stirred for 15 minutes. The layers are separated and the aqueous lay... The reactants are CO, Cl, CC1(c2ccccc2)SC(=S)N(Nc2ccccc2)C1=N, O. Yields the product CC1(c2ccccc2)SC(=S)N(Nc2ccccc2)C1=O. RXN SMILES: [CH3:24][OH:25].[ClH:1].[NH:3]=[C:4]1[N:5]([NH:17][c:18]2[cH:19][cH:20][cH:21][cH:22][cH:23]2)[C:6](=[S:16])[S:7][C:8]1([c:9]1[cH:10][cH:11][cH:12][cH:13][cH:14]1)[CH3:15].[OH2:2]>>[O:2]=[C:4]1[N:5]([NH:17][c:18]2[cH:19][cH:20][cH:21][cH:22][cH:23]2)[C:6](=[S:16])[S:7][C:8]1([c:9]1[cH:10][cH:11][cH:12][cH:13][cH:14]1)[CH3:15]. Starting materials: C1(=CC=CC=C1)C(C(=O)Cl)C1=CC=CC=C1 (diphenylacetyl chloride), C(CCCCC)N (hexylamine). Product: C(CCCCC)NC(C(C1=CC=CC=C1)C1=CC=CC=C1)=O (N-Hexyl-2,2-diphenyl-acetamide). Reaction SMILES: [C:1]1([CH:7]([C:11]2[CH:16]=[CH:15][CH:14]=[CH:13][CH:12]=2)[C:8](Cl)=[O:9])[CH:6]=[CH:5][CH:4]=[CH:3][CH:2]=1.[CH2:17]([NH2:23])[CH2:18][CH2:19][CH2:20][CH2:21][CH3:22]>>[CH2:17]([NH:23][C:8](=[O:9])[CH:7]([C:11]1[CH:16]=[CH:15][CH:14]=[CH:13][CH:12]=1)[C:1]1[CH:6]=[CH:5][CH:4]=[CH:3][CH:2]=1)[CH2:18][CH2:19][CH2:20][CH2:21][CH3:22]. Procedure details: The title compound, off-white solid, m.p. 100° C. and MS: m/e=296.4 (M+H+) was prepared in accordance with the general method of example 1 from diphenylacetyl chloride and hexylamine.